This data is from the Open Reaction Database (ORD), a public repository of structured organic reaction records. The task is: describe an organic reaction: reactants, conditions, products, and yield The reactants are C1CCNCC1, O=Cc1ccccc1, Cl, O, O=C(O)CC(=O)O, c1ccncc1. Product: O=C(O)C=Cc1ccccc1. RXN SMILES: [CH2:16]1[CH2:17][CH2:18][NH:19][CH2:20][CH2:21]1.[CH:8](=[O:9])[c:10]1[cH:11][cH:12][cH:13][cH:14][cH:15]1.[ClH:22].[OH2:29].[OH:1][C:2](=[O:3])[CH2:4][C:5](=[O:6])[OH:7].[cH:23]1[cH:24][cH:25][n:26][cH:27][cH:28]1>>[OH:1][C:2](=[O:3])[CH:4]=[CH:5][c:10]1[cH:11][cH:12][cH:13][cH:14][cH:15]1. Reactants: NC=1C=2N(C=CN1)C(=NC2C=2C=C(C=CC2)O)C2CCC2 (3-(8-Amino-3-cyclobutyl-imidazo[1,5-a]pyrazin-1-yl)-phenol), C(=O)([O-])[O-].[Cs+].[Cs+] (Cs2CO3), CN(C)C=O (DMF), crude product, methyl (3-bromomethyl)benzoate, CN(C)C=O (DMF). Conditions: time 30 minute. The product is COC(C1=CC(=CC=C1)COC1=CC(=CC=C1)C=1N=C(N2C1C(=NC=C2)N)C2CCC2)=O (3-[3-(8-Amino-3-cyclobutyl-imidazo[1,5-a]pyrazin-1-yl)-phenoxymethyl]-benzoic acid methyl ester). RXN SMILES: [NH2:1][C:2]1[C:3]2[N:4]([C:8]([CH:18]3[CH2:21][CH2:20][CH2:19]3)=[N:9][C:10]=2[C:11]2[CH:12]=[C:13]([OH:17])[CH:14]=[CH:15][CH:16]=2)[CH:5]=[CH:6][N:7]=1.[C:22]([O-:25])([O-])=O.[Cs+].[Cs+].CN([CH:31]=[O:32])C>>[CH3:22][O:25][C:31](=[O:32])[C:15]1[CH:14]=[CH:13][CH:12]=[C:11]([CH2:10][O:17][C:13]2[CH:14]=[CH:15][CH:16]=[C:11]([C:10]3[N:9]=[C:8]([CH:18]4[CH2:21][CH2:20][CH2:19]4)[N:4]4[CH:5]=[CH:6][N:7]=[C:2]([NH2:1])[C:3]=34)[CH:12]=2)[CH:16]=1 |f:1.2.3|. Procedure: A solution of 3-(8-Amino-3-cyclobutyl-imidazo[1,5-a]pyrazin-1-yl)-phenol (2.87 g, 10.2 mmol) in DMF was charged with Cs2CO3 (4.98 g, 15.3 mmol) and stirred at rt for 30 min. A DMF solution of methyl (3-bromomethyl)benzoate (2.33 g, 10.2 mmol) was added to the reaction mixture. The reaction mixture was stirred overnight at rt under nitrogen. The crude product was placed under high vacuum to remove the residual DMF. The product was then purified using silica gel column chromatography (1% NH3 in Me... The reactants are FC1=CC=C2C(=CC(N(C2=C1)CC=O)=O)C ((7-fluoro-4-methyl-2-oxo-1,2-dihydroquinolin-1-yl)acetaldehyde), O1CCOC2=C1C=CC(=C2)CN(C(OC(C)(C)C)=O)C2CCNCC2 (tert-butyl (2,3-dihydro-1,4-benzodioxin-6-ylmethyl)(piperidin-4-yl)carbamate), C(O)([O-])=O.[Na+] (sodium hydrogen carbonate), C(C)(=O)O[BH-](OC(C)=O)OC(C)=O.[Na+] (sodium triacetoxyborohydride). The solvent is C(C)(=O)O (acetic acid), ClCCl (dichloromethane), C(Cl)(Cl)Cl (chloroform), O (Water). Conditions: time 1 hour. Product: O1CCOC2=C1C=CC(=C2)CN(C(OC(C)(C)C)=O)C2CCN(CC2)CCN2C(C=C(C1=CC=C(C=C21)F)C)=O (tert-butyl (2,3-dihydro-1,4-benzodioxin-6-ylmethyl)(1-(2-(7-fluoro-4-methyl-2-oxo-1,2-dihydroquinolin-1-yl)ethyl)piperidin-4-yl)carbamate). Yield: 92.3%. Reaction SMILES: [F:1][C:2]1[CH:11]=[C:10]2[C:5]([C:6]([CH3:16])=[CH:7][C:8](=[O:15])[N:9]2[CH2:12][CH:13]=O)=[CH:4][CH:3]=1.[O:17]1[C:22]2[CH:23]=[CH:24][C:25]([CH2:27][N:28]([CH:36]3[CH2:41][CH2:40][NH:39][CH2:38][CH2:37]3)[C:29](=[O:35])[O:30][C:31]([CH3:34])([CH3:33])[CH3:32])=[CH:26][C:21]=2[O:20][CH2:19][CH2:18]1.C(O[BH-](OC(=O)C)OC(=O)C)(=O)C.[Na+].C(=O)([O-])O.[Na+]>C(Cl)(Cl)Cl.O.C(O)(=O)C.ClCCl>[O:17]1[C:22]2[CH:23]=[CH:24][C:25]([CH2:27][N:28]([CH:36]3[CH2:41][CH2:40][N:39]([CH2:13][CH2:12][N:9]4[C:10]5[C:5](=[CH:4][CH:3]=[C:2]([F:1])[CH:11]=5)[C:6]([CH3:16])=[CH:7][C:8]4=[O:15])[CH2:38][CH2:37]3)[C:29](=[O:35])[O:30][C:31]([CH3:34])([CH3:32])[CH3:33])=[CH:26][C:21]=2[O:20][CH2:19][CH2:18]1 |f:2.3,4.5|. Procedure: To 2.5 mL of dichloromethane solution containing 83 mg of (7-fluoro-4-methyl-2-oxo-1,2-dihydroquinolin-1-yl)acetaldehyde, 0.13 g of tert-butyl (2,3-dihydro-1,4-benzodioxin-6-ylmethyl)(piperidin-4-yl)carbamate and 25 μL of acetic acid were added, and stirred for 1 hour. To the reaction mixture, 0.12 g of sodium triacetoxyborohydride was added, and stirred for 50 min. Water and chloroform were added, and adjusted to pH 10.0 with aqueous saturated sodium hydrogen carbonate solution. The organic lay... The reactants are epoxide, BrC=1C=C(C=C(C1O)Br)C(C)(C)C1=CC(=C(C(=C1)Br)O)Br (2,2-Bis(3,5-dibromo-4-hydroxyphenyl)propane), C(C1CO1)OCCCC (butyl glycidyl ether), epoxide. The reagents and catalysts are [Cl-].C(C1=CC=CC=C1)[N+](C)(C)C (benzyltrimethylammonium chloride). The product is C(CCC)OCC(COC1=C(C=C(C=C1Br)C(C)(C)C1=CC(=C(C(=C1)Br)OCC(COCCCC)O)Br)Br)O (2,2-Bis(4-(3-butoxy-2-hydroxypropyloxy)-3,5-dibromophenyl)propane). As a reaction SMILES: [Br:1][C:2]1[CH:3]=[C:4]([C:10]([C:13]2[CH:18]=[C:17]([Br:19])[C:16]([OH:20])=[C:15]([Br:21])[CH:14]=2)([CH3:12])[CH3:11])[CH:5]=[C:6]([Br:9])[C:7]=1[OH:8].[CH2:22]([O:26][CH2:27][CH2:28][CH2:29][CH3:30])[CH:23]1[O:25][CH2:24]1>[Cl-].C([N+](C)(C)C)C1C=CC=CC=1>[CH2:27]([O:26][CH2:22][CH:23]([OH:25])[CH2:24][O:8][C:7]1[C:2]([Br:1])=[CH:3][C:4]([C:10]([C:13]2[CH:18]=[C:17]([Br:19])[C:16]([O:20][CH2:24][CH:23]([OH:25])[CH2:22][O:26][CH2:27][CH2:28][CH2:29][CH3:30])=[C:15]([Br:21])[CH:14]=2)([CH3:12])[CH3:11])=[CH:5][C:6]=1[Br:9])[CH2:28][CH2:29][CH3:30] |f:2.3|. Procedure details: 2,2-Bis(3,5-dibromo-4-hydroxyphenyl)propane (i.e., tetrabromobisphenol A) (136 g; 0.25 mole), butyl glycidyl ether having an epoxide content of 7.45 equiv./kg (67.1 g; 0.5 equiv.), and benzyltrimethylammonium chloride (0.5 g) were stirred at 120° C. for 1 hour and at 150° C. for 41/2 hours. The mixture had a residual epoxide content of 0.01 equiv./kg, indicating that the reaction was substantially complete. Starting materials: CN(C=CC(=O)C1=CSC=C1)C (3-dimethylamino-1-(3-thienyl)-2-propen-1-one), NC1=NNC=C1C (3-amino-4-methylpyrazole). The solvent is C(C)(=O)O (acetic acid). Product: CC=1C=NN2C1N=CC=C2C2=CSC=C2 (3-Methyl-7-(3-thienyl)pyrazolo[1,5-a]pyrimidine). RXN SMILES: C[N:2]([CH3:12])[CH:3]=[CH:4][C:5]([C:7]1[CH:11]=[CH:10][S:9][CH:8]=1)=O.N[C:14]1[C:18](C)=[CH:17][NH:16][N:15]=1>C(O)(=O)C>[CH3:17][C:18]1[CH:14]=[N:15][N:16]2[C:5]([C:7]3[CH:11]=[CH:10][S:9][CH:8]=3)=[CH:4][CH:3]=[N:2][C:12]=12. Procedure: A mixture of 0.01 mole of 3-dimethylamino-1-(3-thienyl)-2-propen-1-one and 0.01 mole of 3-amino-4-methylpyrazole in glacial acetic acid is heated at reflux temperature for 8 hours. The solvent is removed in vacuo to give the product of the example. Reactants: CC1(OCCO1)C1=CC=C(S1)CN1N=CC(=C1)N (1-[5-(2-methyl-[1,3]dioxolan-2-yl)-thiophen-2-ylmethyl]-1H-pyrazol-4-ylamine), COC=1C=C(C=CC1C)C1=C(N=CO1)C(=O)O (5-(3-methoxy-4-methyl-phenyl)-oxazole-4-carboxylic acid), 05c. Yields the product C(C)(=O)C1=CC=C(S1)CN1N=CC(=C1)NC(=O)C=1N=COC1C1=CC(=C(C=C1)C)OC (5-(3-Methoxy-4-methyl-phenyl)-oxazole-4-carboxylic acid [1-(5-acetyl-thiophen-2-ylmethyl)-1H-pyrazol-4-yl]-amide). Reaction SMILES: [CH3:1][C:2]1([C:7]2[S:11][C:10]([CH2:12][N:13]3[CH:17]=[C:16]([NH2:18])[CH:15]=[N:14]3)=[CH:9][CH:8]=2)[O:6]CCO1.[CH3:19][O:20][C:21]1[CH:22]=[C:23]([C:28]2[O:32][CH:31]=[N:30][C:29]=2[C:33](O)=[O:34])[CH:24]=[CH:25][C:26]=1[CH3:27]>>[C:2]([C:7]1[S:11][C:10]([CH2:12][N:13]2[CH:17]=[C:16]([NH:18][C:33]([C:29]3[N:30]=[CH:31][O:32][C:28]=3[C:23]3[CH:24]=[CH:25][C:26]([CH3:27])=[C:21]([O:20][CH3:19])[CH:22]=3)=[O:34])[CH:15]=[N:14]2)=[CH:9][CH:8]=1)(=[O:6])[CH3:1]. Procedure details: Following general procedure X followed by C, starting from 1-[5-(2-methyl-[1,3]dioxolan-2-yl)-thiophen-2-ylmethyl]-1H-pyrazol-4-ylamine and 5-(3-methoxy-4-methyl-phenyl)-oxazole-4-carboxylic acid. LC-MS-conditions 05c: tR=0.75 min; [M+H]+=437.25. Reaction SMILES: [CH2:25]([Cl:26])[Cl:27].[CH3:1][N:2]1[C:3](=[O:8])[N:4]([CH3:7])[CH2:5][CH2:6]1.[CH:9]([c:10]1[cH:11][cH:12][cH:13][cH:14][cH:15]1)([c:16]1[cH:17][cH:18][cH:19][cH:20][cH:21]1)[NH2:22].[Na+:24].[OH-:23]>>[CH3:1][N:2]1[C:3](=[N:22][CH:9]([c:10]2[cH:11][cH:12][cH:13][cH:14][cH:15]2)[c:16]2[cH:17][cH:18][cH:19][cH:20][cH:21]2)[N:4]([CH3:7])[CH2:5][CH2:6]1. The reactants are ClCCl, CN1CCN(C)C1=O, NC(c1ccccc1)c1ccccc1, [Na+], [OH-]. The product is CN1CCN(C)C1=NC(c1ccccc1)c1ccccc1. The solvent is CO.C1CCOC1 (MeOH THF). Yields the product C(N)(=O)C1=CC(=NC=C1)OC=1C=C(C2=C(B(OC2CC(=O)O)O)C1)C (2-(6-(4-Carbamoylpyridin-2-yloxy)-1-hydroxy-4-methyl-1,3-dihydrobenzo[c][1,2]oxaborol-3-yl)acetic acid). Reported procedure: To a solution of ethyl 2-(6-(4-cyanopyridin-2-yloxy)-1-hydroxy-4-methyl-1,3-dihydrobenzo[c][1,2]oxaborol-3-yl)acetate (1.18 g, 3.31 mmol) in MeOH/THF (12 mL, 1:1) was added aqueous NaOH solution (250 mg in 3 mL water). After stirring at room temperature for two hours, the reaction mixture was evaporated and then acidified to pH 5 using 1 N HCl and then concentrated. HPLC purification gave desired product as a white powder. 1H NMR (400 MHz, DMSO-d6) δ 12.4 (b, 1H), 9.20 (b, 1H), 8.20 (m, 2H), 7.7... Reaction conditions: time 2 hour. Starting materials: C(#N)C1=CC(=NC=C1)OC=1C=C(C2=C(B(OC2CC(=O)OCC)O)C1)C (ethyl 2-(6-(4-cyanopyridin-2-yloxy)-1-hydroxy-4-methyl-1,3-dihydrobenzo[c][1,2]oxaborol-3-yl)acetate), [OH-].[Na+] (NaOH). RXN SMILES: [C:1]([C:3]1[CH:8]=[CH:7][N:6]=[C:5]([O:9][C:10]2[CH:11]=[C:12]([CH3:26])[C:13]3[CH:17]([CH2:18][C:19]([O:21]CC)=[O:20])[O:16][B:15]([OH:24])[C:14]=3[CH:25]=2)[CH:4]=1)#[N:2].[OH-:27].[Na+]>CO.C1COCC1>[C:1]([C:3]1[CH:8]=[CH:7][N:6]=[C:5]([O:9][C:10]2[CH:11]=[C:12]([CH3:26])[C:13]3[CH:17]([CH2:18][C:19]([OH:21])=[O:20])[O:16][B:15]([OH:24])[C:14]=3[CH:25]=2)[CH:4]=1)(=[O:27])[NH2:2] |f:1.2,3.4|. Reactants: CC1=C2CC=3C(=NC2=CC=C1)C=1C(CC=CC1N3)=O (1-methyl-6,11-dihydroindolo[3,2-b]-quinoline-6-one), C(O)([O-])=O.[K+] (potassium hydrogencarbonate), compound, polyphosphoric acid, ice water. Conditions: temperature 120 celsius. Product: CC1=CC=C2CC=3C(=NC2=C1)C=1C(CC=CC1N3)=O (3-methyl-6,11-dihydroindolo[3,2-b]-quinoline-6-one). Isolated yield 83.0%. Reaction SMILES: C(=O)([O-])O.[K+].[CH3:6][C:7]1[CH:16]=[CH:15][CH:14]=[C:13]2[C:8]=1[CH2:9][C:10]1[C:11]([C:17]3[C:18](=[O:24])[CH2:19][CH:20]=[CH:21][C:22]=3[N:23]=1)=[N:12]2>>[CH3:6][C:7]1[CH:8]=[C:13]2[C:14]([CH2:9][C:10]3[C:11]([C:17]4[C:18](=[O:24])[CH2:19][CH:20]=[CH:21][C:22]=4[N:23]=3)=[N:12]2)=[CH:15][CH:16]=1 |f:0.1|. Procedure details: The resulting compound 5.0 g (0.02 mmol) was mixed with polyphosphoric acid 176 g and heated at 120° C. for 2 hours. After heating, the reaction mixture was poured into ice water. The resulting solution was neutralized with an aqueous solution saturated with potassium hydrogencarbonate and deposited crystals were collected by filtration to obtain a mixture of 1-methyl-6,11-dihydroindolo[3,2-b]-quinoline-6-one and 3-methyl-6,11-dihydroindolo[3,2-b]-quinoline-6-one (4.1 g (yield: 83%)).